This data is from the Open Reaction Database (ORD), a public repository of structured organic reaction records. The task is: describe an organic reaction: reactants, conditions, products, and yield Starting materials: ClC(C(=O)O)C (2-chloropropionic acid), [OH-].[Na+] (sodium hydroxide), 218.5, ClC1=CC=C(CC2=CC=C(C=C2)O)C=C1 (4-(4'-chlorobenzyl)-phenol). Run in O (water), O (water), C=1(C(=CC=CC1)C)C (xylene). Run at time 15 minute. Yields the product ClC1=CC=C(CC2=CC=C(OC(C(=O)O)C)C=C2)C=C1 (2-[4'-(4"-chlorobenzyl)-phenoxy]-propionic acid). As a reaction SMILES: Cl[CH:2]([CH3:6])[C:3]([OH:5])=[O:4].[OH-].[Na+].[Cl:9][C:10]1[CH:23]=[CH:22][C:13]([CH2:14][C:15]2[CH:20]=[CH:19][C:18]([OH:21])=[CH:17][CH:16]=2)=[CH:12][CH:11]=1>O.C1(C)C(C)=CC=CC=1>[Cl:9][C:10]1[CH:11]=[CH:12][C:13]([CH2:14][C:15]2[CH:20]=[CH:19][C:18]([O:21][CH:2]([CH3:6])[C:3]([OH:5])=[O:4])=[CH:17][CH:16]=2)=[CH:22][CH:23]=1 |f:1.2|. Reported procedure: 129.8 Parts of 2-chloropropionic acid, 194 parts of 50% sodium hydroxide solution and 80 parts of water are mixed as described in Example 1. The clear, viscous liquid so obtained is added portionwise to a solution of 218.5 parts of 4-(4'-chlorobenzyl)-phenol in 1,000 parts of xylene; the reaction temperature being maintained at 110°-115° C. by azeotropic distillation of water in a water trap. The addition being complete, stirring is continued for 15 minutes at 110° C. Work-up is as described in ... Reactants: C(C=C)OCC1=C2C(=CN(C2=CC=C1)CC1=CC=C(C=C1)Cl)C(C(=O)NC=1COC(C1)=O)=O (2-[4-[(allyloxy)methyl]-1-(4-chlorobenzyl)-1H-indol-3-yl]-2-oxo-N-(5-oxo-2,5-dihydro-3-furanyl)acetamide), C1(=CC=C(C=C1)S(=O)(=O)O)C (p-toluenesulfonic acid). The reagents and catalysts are [Pd] (Pd/C). Run in CN(C)C=O (DMF), CCO (EtOH), CO.O (MeOH H2O), CCCCCC.CCOC(=O)C (n-hexane AcOEt). Product: ClC1=CC=C(CN2C=C(C3=C(C=CC=C23)CO)C(C(=O)NC=2COC(C2)=O)=O)C=C1 (2-[1-(4-chlorobenzyl)-4-(hydroxymethyl)-1H-indol-3-yl]-2-oxo-N-(5-oxo-2,5-dihydro-3-furanyl)acetamide). Isolated yield 22.9%. RXN SMILES: C([O:4][CH2:5][C:6]1[CH:14]=[CH:13][CH:12]=[C:11]2[C:7]=1[C:8]([C:23](=[O:33])[C:24]([NH:26][C:27]1[CH2:28][O:29][C:30](=[O:32])[CH:31]=1)=[O:25])=[CH:9][N:10]2[CH2:15][C:16]1[CH:21]=[CH:20][C:19]([Cl:22])=[CH:18][CH:17]=1)C=C.C1(C)C=CC(S(O)(=O)=O)=CC=1>CO.O.CCCCCC.CCOC(C)=O.CN(C=O)C.CCO.[Pd]>[Cl:22][C:19]1[CH:18]=[CH:17][C:16]([CH2:15][N:10]2[C:11]3[C:7](=[C:6]([CH2:5][OH:4])[CH:14]=[CH:13][CH:12]=3)[C:8]([C:23](=[O:33])[C:24]([NH:26][C:27]3[CH2:28][O:29][C:30](=[O:32])[CH:31]=3)=[O:25])=[CH:9]2)=[CH:21][CH:20]=1 |f:2.3,4.5|. Procedure details: 2-[4-[(allyloxy)methyl]-1-(4-chlorobenzyl)-1H-indol-3-yl]-2-oxo-N-(5-oxo-2,5-dihydro-3-furanyl)acetamide (239 mg) is dissolved in MeOH/H2O=9/1 (10 ml) then 10% Pd/C (12 mg) and p-toluenesulfonic acid (12 mg) are added. The reaction is refluxed for about 6 h, then it is diluted with DMF and EtOH, the catalyst is filtered on celite and the solvent is removed under reduced pressure. The crude is washed with acetone and filtered. The filtrate is concentrated and the obtained solid is purified by sil... Reactants: O=C([O-])O, CN(C)C=O, COc1cccc2ccn(CC3CCCCC3)c12, [Na+], O, O=P(Cl)(Cl)Cl. The product is COc1cccc2c(C=O)cn(CC3CCCCC3)c12. As a reaction SMILES: [C:29](=[O:30])([OH:31])[O-:32].[CH3:6][N:7]([CH:8]=[O:9])[CH3:10].[CH:11]1([CH2:17][n:18]2[cH:19][cH:20][c:21]3[cH:22][cH:23][cH:24][c:25]([O:27][CH3:28])[c:26]23)[CH2:12][CH2:13][CH2:14][CH2:15][CH2:16]1.[Na+:33].[OH2:34].[P:1]([Cl:2])([Cl:3])([Cl:4])=[O:5]>>[CH:8](=[O:9])[c:20]1[cH:19][n:18]([CH2:17][CH:11]2[CH2:12][CH2:13][CH2:14][CH2:15][CH2:16]2)[c:26]2[c:21]1[cH:22][cH:23][cH:24][c:25]2[O:27][CH3:28]. Starting materials: C(C1=CC=CC=C1)OC1=C(C(=O)OCC2=CC=CC=C2)C(=C(C=N1)O)OCC1=CC=CC=C1 (benzyl 2,4-bis(benzyloxy)-5-hydroxynicotinate), C1CC(=O)N(C1=O)Br (NBS), O (water). Run in CN(C)C=O (DMF). Run at time 5 minute. Product: C(C1=CC=CC=C1)OC1=C(C(=O)OCC2=CC=CC=C2)C(=C(C(=N1)Br)O)OCC1=CC=CC=C1 (benzyl 2,4-bis(benzyloxy)-6-bromo-5-hydroxynicotinate). Yield: 67.0%. As a reaction SMILES: [CH2:1]([O:8][C:9]1[N:24]=[CH:23][C:22]([OH:25])=[C:21]([O:26][CH2:27][C:28]2[CH:33]=[CH:32][CH:31]=[CH:30][CH:29]=2)[C:10]=1[C:11]([O:13][CH2:14][C:15]1[CH:20]=[CH:19][CH:18]=[CH:17][CH:16]=1)=[O:12])[C:2]1[CH:7]=[CH:6][CH:5]=[CH:4][CH:3]=1.C1C(=O)N([Br:41])C(=O)C1.O>CN(C=O)C>[CH2:1]([O:8][C:9]1[N:24]=[C:23]([Br:41])[C:22]([OH:25])=[C:21]([O:26][CH2:27][C:28]2[CH:33]=[CH:32][CH:31]=[CH:30][CH:29]=2)[C:10]=1[C:11]([O:13][CH2:14][C:15]1[CH:20]=[CH:19][CH:18]=[CH:17][CH:16]=1)=[O:12])[C:2]1[CH:7]=[CH:6][CH:5]=[CH:4][CH:3]=1. Reported procedure: A mixture of benzyl 2,4-bis(benzyloxy)-5-hydroxynicotinate (0.29 g, 0.66 mmol) and NBS (0.13 g, 0.72 mmol) in DMF (1.2 mL) was stirred at room temperature for 5 min then treated with water. The mixture was extracted with ethyl acetate. The organic layers were combined and washed with brine, dried over sodium sulfate, evaporated and purified by silica chromatography (0-30% ethyl acetate in hexanes) to give benzyl 2,4-bis(benzyloxy)-6-bromo-5-hydroxynicotinate (0.23 g, 68%). Starting materials: C(CCCCCCCCCCCCCCC)NC1=CC=C(C(=O)OC(C)C(=O)Cl)C=C1 (1-(chlorocarbonyl)ethyl 4-(hexadecylamino)benzoate), Cl.CNC (dimethylamine hydrochloride). Solvent: N1=CC=CC=C1 (pyridine). Run at temperature 50 celsius, time 15 hour. Yields the product C(CCCCCCCCCCCCCCC)NC1=CC=C(C(=O)OC(C)C(N(C)C)=O)C=C1 (1-(dimethylcarbamoyl)ethyl 4-(hexadecylamino)-benzoate). RXN SMILES: [CH2:1]([NH:17][C:18]1[CH:31]=[CH:30][C:21]([C:22]([O:24][CH:25]([C:27](Cl)=[O:28])[CH3:26])=[O:23])=[CH:20][CH:19]=1)[CH2:2][CH2:3][CH2:4][CH2:5][CH2:6][CH2:7][CH2:8][CH2:9][CH2:10][CH2:11][CH2:12][CH2:13][CH2:14][CH2:15][CH3:16].Cl.[CH3:33][NH:34][CH3:35]>N1C=CC=CC=1>[CH2:1]([NH:17][C:18]1[CH:31]=[CH:30][C:21]([C:22]([O:24][CH:25]([C:27](=[O:28])[N:34]([CH3:35])[CH3:33])[CH3:26])=[O:23])=[CH:20][CH:19]=1)[CH2:2][CH2:3][CH2:4][CH2:5][CH2:6][CH2:7][CH2:8][CH2:9][CH2:10][CH2:11][CH2:12][CH2:13][CH2:14][CH2:15][CH3:16] |f:1.2|. Procedure details: To a solution of 3 g. (6.32 m moles) 1-(chlorocarbonyl)ethyl 4-(hexadecylamino)benzoate in 25 ml. pyridine is added 0.6 g. (7.5 m moles) dimethylamine hydrochloride. The solution is stirred at 50° C. for 15 hours, then evaporated to dryness. The residue is partitioned between 50 ml. water and 50 ml. methylene chloride. The layers are separated, and the aqueous solution is washed once more with 50 ml. methylene chloride. The combined organic solutions are dried, condensed, and the residue is crys...